Task: describe an organic reaction: reactants, conditions, products, and yield. Dataset: the Open Reaction Database (ORD), a public repository of structured organic reaction records Starting materials: CCO, CN(Cc1ccccc1)C1CCN(CCc2ccc(F)cc2)CC1CN=[N+]=[N-]. The product is CN(Cc1ccccc1)C1CCN(CCc2ccc(F)cc2)CC1CN. Reaction SMILES: [CH3:29][CH2:30][OH:31].[N:1](=[N+:2]=[N-:3])[CH2:4][CH:5]1[CH2:6][N:7]([CH2:20][CH2:21][c:22]2[cH:23][cH:24][c:25]([F:28])[cH:26][cH:27]2)[CH2:8][CH2:9][CH:10]1[N:11]([CH3:12])[CH2:13][c:14]1[cH:15][cH:16][cH:17][cH:18][cH:19]1>>[NH2:1][CH2:4][CH:5]1[CH2:6][N:7]([CH2:20][CH2:21][c:22]2[cH:23][cH:24][c:25]([F:28])[cH:26][cH:27]2)[CH2:8][CH2:9][CH:10]1[N:11]([CH3:12])[CH2:13][c:14]1[cH:15][cH:16][cH:17][cH:18][cH:19]1. The reactants are CCN(C(C)C)C(C)C (DIEA), C(C)OC(=O)N1N=C(C2=C1C(NC2)(C)C)NC(C2=CC(=C(C=C2)Cl)Cl)=O (3-(3,4-Dichloro-benzoylamino)-6,6-dimethyl-5,6-dihydro-4H-pyrrolo[3,4-c]pyrazole-1-carboxylic acid ethyl ester), FC1(CCN(CC1)C)C(=O)Cl (4-Fluoro-1-methyl-piperidine-4-carbonyl chloride). Run in C(Cl)Cl (CH2Cl2). Conditions: time 4 hour. The product is ClC=1C=C(C(=O)NC=2C3=C(NN2)C(N(C3)C(=O)C3(CCN(CC3)C)F)(C)C)C=CC1Cl (3,4-Dichloro-N-[5-(4-fluoro-1-methyl-piperidine-4-carbonyl)-6,6-dimethyl-1,4,5,6-tetrahydro-pyrrolo[3,4-c]pyrazol-3-yl]-benzamide). As a reaction SMILES: CCN(C(C)C)C(C)C.C(OC([N:15]1[C:19]2[C:20]([CH3:24])([CH3:23])[NH:21][CH2:22][C:18]=2[C:17]([NH:25][C:26](=[O:35])[C:27]2[CH:32]=[CH:31][C:30]([Cl:33])=[C:29]([Cl:34])[CH:28]=2)=[N:16]1)=O)C.[F:36][C:37]1([C:44](Cl)=[O:45])[CH2:42][CH2:41][N:40]([CH3:43])[CH2:39][CH2:38]1>C(Cl)Cl>[Cl:34][C:29]1[CH:28]=[C:27]([CH:32]=[CH:31][C:30]=1[Cl:33])[C:26]([NH:25][C:17]1[C:18]2[CH2:22][N:21]([C:44]([C:37]3([F:36])[CH2:42][CH2:41][N:40]([CH3:43])[CH2:39][CH2:38]3)=[O:45])[C:20]([CH3:24])([CH3:23])[C:19]=2[NH:15][N:16]=1)=[O:35]. Procedure: DIEA (0.220 mL, 1.66 mmol) and 3-(3,4-Dichloro-benzoylamino)-6,6-dimethyl-5,6-dihydro-4H-pyrrolo[3,4-c]pyrazole-1-carboxylic acid ethyl ester (221 mg, 0.51 mmol) were added to a solution of 4-Fluoro-1-methyl-piperidine-4-carbonyl chloride (0.51 mmol) in CH2Cl2 (10 mL). The reaction was stirred at RT for 4 h. The mixture was quenched with H2O (30 mL), extracted with CHCl3 (2×30 mL). The organic layers were dried over MgSO4 and concentrated to give the title compound as brown color oil which was u... Starting materials: C1N(CC2C1CNC2)C(=O)C2=C(C=CC=C2)C=2SC=CC2 ((Hexahydro-pyrrolo[3,4-c]pyrrol-2-yl)-(2-thiophen-2-yl-phenyl)-methanone), ClC1=NC=C(C=C1)OC (2-chloro-5-methoxy-pyridine). The product is COC=1C=CC(=NC1)N1CC2CN(CC2C1)C(=O)C1=C(C=CC=C1)C=1SC=CC1 (2-(5-Methoxypyridin-2-yl)-5-[(2-thiophen-2-ylphenyl)carbonyl]octahydropyrrolo[3,4-c]pyrrole). Reaction SMILES: [CH2:1]1[CH:5]2[CH2:6][NH:7][CH2:8][CH:4]2[CH2:3][N:2]1[C:9]([C:11]1[CH:16]=[CH:15][CH:14]=[CH:13][C:12]=1[C:17]1[S:18][CH:19]=[CH:20][CH:21]=1)=[O:10].Cl[C:23]1[CH:28]=[CH:27][C:26]([O:29][CH3:30])=[CH:25][N:24]=1>>[CH3:30][O:29][C:26]1[CH:27]=[CH:28][C:23]([N:7]2[CH2:8][CH:4]3[CH:5]([CH2:1][N:2]([C:9]([C:11]4[CH:16]=[CH:15][CH:14]=[CH:13][C:12]=4[C:17]4[S:18][CH:19]=[CH:20][CH:21]=4)=[O:10])[CH2:3]3)[CH2:6]2)=[N:24][CH:25]=1. Procedure details: The title compound was prepared in a manner analogous to Example 15 utilizing Intermediate 37 and 2-chloro-5-methoxy-pyridine. MS (ESI): mass calculated for C23H23N3O2S, 405.52; m/z found 406.2 [M+H]+. 1H NMR (400 MHz, CDCl3): 7.88 (d, J=2.7, 1H), 7.54-7.47 (m, 1H), 7.45-7.31 (m, 4H), 7.25-7.19 (m, 1H), 7.18-7.12 (m, 1H), 7.06-6.88 (m, 1H), 6.30-6.13 (m, 1H), 3.94-2.47 (m, 13H). Reactants: BrC1=CC=C(C=C1)C1NC(N(C=2CCCC(C12)=O)C1=CC(=CC=C1)C(F)F)=O (4-(4-bromophenyl)-1-(3-(difluoromethyl)-phenyl)-3,4,7,8-tetrahydroquinazoline-2,5(1H,6H)-dione), BrC1=CC=C(C=C1)C1NC(N(C=2CCCC(C12)=O)C1=CC(=CC=C1)C(F)F)=O (4-(4-bromophenyl)-1-(3-(difluoromethyl)-phenyl)-3,4,7,8-tetrahydroquinazoline-2,5(1H,6H)-dione), CN(C=O)C (N,N-dimethylformamide), O (Water). The reagents and catalysts are [C-]#N.[Zn+2].[C-]#N (zinc cyanide), [Pd].C1(=CC=CC=C1)P(C1=CC=CC=C1)C1=CC=CC=C1.C1(=CC=CC=C1)P(C1=CC=CC=C1)C1=CC=CC=C1.C1(=CC=CC=C1)P(C1=CC=CC=C1)C1=CC=CC=C1.C1(=CC=CC=C1)P(C1=CC=CC=C1)C1=CC=CC=C1 (tetrakis(triphenylphosphine)-palladium(0)). Reaction conditions: temperature 110 celsius. Product: FC(C=1C=C(C=CC1)N1C(NC(C=2C(CCCC12)=O)C1=CC=C(C#N)C=C1)=O)F (4-(1-(3-(Difluoromethyl)phenyl)-2,5-dioxo-1,2,3,4,5,6,7,8-octahydroquinazolin-4-yl)-benzonitrile). As a reaction SMILES: Br[C:2]1[CH:7]=[CH:6][C:5]([CH:8]2[C:17]3[C:16](=[O:18])[CH2:15][CH2:14][CH2:13][C:12]=3[N:11]([C:19]3[CH:24]=[CH:23][CH:22]=[C:21]([CH:25]([F:27])[F:26])[CH:20]=3)[C:10](=[O:28])[NH:9]2)=[CH:4][CH:3]=1.O.[CH3:30][N:31](C)C=O>[C-]#N.[Zn+2].[C-]#N.[Pd].C1(P(C2C=CC=CC=2)C2C=CC=CC=2)C=CC=CC=1.C1(P(C2C=CC=CC=2)C2C=CC=CC=2)C=CC=CC=1.C1(P(C2C=CC=CC=2)C2C=CC=CC=2)C=CC=CC=1.C1(P(C2C=CC=CC=2)C2C=CC=CC=2)C=CC=CC=1>[F:27][CH:25]([F:26])[C:21]1[CH:20]=[C:19]([N:11]2[C:12]3[CH2:13][CH2:14][CH2:15][C:16](=[O:18])[C:17]=3[CH:8]([C:5]3[CH:4]=[CH:3][C:2]([C:30]#[N:31])=[CH:7][CH:6]=3)[NH:9][C:10]2=[O:28])[CH:24]=[CH:23][CH:22]=1 |f:3.4.5,6.7.8.9.10|. Procedure details: Under an atmosphere of argon, a mixture of 4-(4-bromophenyl)-1-(3-(difluoromethyl)-phenyl)-3,4,7,8-tetrahydroquinazoline-2,5(1H,6H)-dione (intermediate 33, 75 mg, 0.168 mmol), zinc cyanide (34 mg, 0.290 mmol) and tetrakis(triphenylphosphine)-palladium(0) (20 mg, 17 μmol) in N,N-dimethylformamide (1 mL) is heated at 110° C. for 2 h and cooled to room temperature. Water is added and the mixture is extracted twice with dichloromethane. The combined organic layers are dried over Na2SO4 and concentra... Reactants: [Na] (sodium), Cl.C(CCC)OC1=CC=C(C(=N)N)C=C1 (4-Butyloxybenzamidine hydrochloride), Cl.C(CCC)OC1=CC=C(C(=N)N)C=C1 (4-Butyloxybenzamidine hydrochloride), C(C)OC=C(C(=O)OCC)C(=O)OCC (diethyl ethoxymethylenemalonate), C[O-].[Na+].CO (sodium methoxide methanol). Solvent: CO (methanol), CO (methanol). The product is C(C)OC(=O)C=1C(=NC(=NC1)C1=CC=C(C=C1)OCCCC)O (ethyl-2-(4-butyloxyphenyl)-4-hydroxy-5-pyrimidinecarboxylate). Isolated yield 69.2%. Reaction SMILES: Cl.[CH2:2]([O:6][C:7]1[CH:15]=[CH:14][C:10]([C:11]([NH2:13])=[NH:12])=[CH:9][CH:8]=1)[CH2:3][CH2:4][CH3:5].C([O:18][CH:19]=[C:20]([C:26](OCC)=O)[C:21]([O:23][CH2:24][CH3:25])=[O:22])C.C[O-].[Na+].CO.[Na]>CO>[CH2:24]([O:23][C:21]([C:20]1[C:19]([OH:18])=[N:12][C:11]([C:10]2[CH:14]=[CH:15][C:7]([O:6][CH2:2][CH2:3][CH2:4][CH3:5])=[CH:8][CH:9]=2)=[N:13][CH:26]=1)=[O:22])[CH3:25] |f:0.1,3.4.5,^1:35|. Reported procedure: 4-Butyloxybenzamidine hydrochloride (II) (22.9 g, 0.1 mol) and diethyl ethoxymethylenemalonate (III) (23.8 g, 0.1 mol) were suspended in methanol (100 ml), followed by agitating the suspension while keeping it at 10° C., dropwise adding a sodium methoxide-methanol solution, separately prepared by reacting sodium (2.5 g, 0.11 mol) with methanol (200 ml), then agitating the mixture for 2.5 hours, distilling off methanol under reduced pressure, gradually adding 6N-hydrochloric acid till the solutio... Starting materials: OC/C=C/[C@]1([C@@H](N2C(C[C@H]2S1)=O)C(=O)OC(C1=CC=CC=C1)C1=CC=CC=C1)C (benzhydryl (E)-(2S,3S,5R)-3-(3-hydroxy- propenyl)-3-methyl-7-oxo-4-thia-1-aza-bicyclo[3.2.0]heptane-2-carboxylate), ClCC(=O)N=C=O (chloroacetyl isocyanate). The solvent is O1CCCC1 (tetrahydrofuran). Reaction conditions: time 3 hour. Yields the product ClCC(=O)NC(=O)OC/C=C/[C@]1([C@@H](N2C(C[C@H]2S1)=O)C(=O)OC(C1=CC=CC=C1)C1=CC=CC=C1)C (Benzhydryl (E)-(2S,3S,5R)-3-[3-(2-chloro-acetylamino- carbonyloxy)-propenyl]-3-methyl-7-oxo-4-thia-1-aza-bicyclo[3.2.0]heptane-2-carboxylate). RXN SMILES: [OH:1][CH2:2]/[CH:3]=[CH:4]/[C@:5]1([CH3:29])[S:11][C@H:10]2[N:7]([C:8](=[O:12])[CH2:9]2)[C@H:6]1[C:13]([O:15][CH:16]([C:23]1[CH:28]=[CH:27][CH:26]=[CH:25][CH:24]=1)[C:17]1[CH:22]=[CH:21][CH:20]=[CH:19][CH:18]=1)=[O:14].[Cl:30][CH2:31][C:32]([N:34]=[C:35]=[O:36])=[O:33]>O1CCCC1>[Cl:30][CH2:31][C:32]([NH:34][C:35]([O:1][CH2:2]/[CH:3]=[CH:4]/[C@:5]1([CH3:29])[S:11][C@H:10]2[N:7]([C:8](=[O:12])[CH2:9]2)[C@H:6]1[C:13]([O:15][CH:16]([C:17]1[CH:18]=[CH:19][CH:20]=[CH:21][CH:22]=1)[C:23]1[CH:28]=[CH:27][CH:26]=[CH:25][CH:24]=1)=[O:14])=[O:36])=[O:33]. Reported procedure: 300 mg (0.73 mmol) of benzhydryl (E)-(2S,3S,5R)-3-(3-hydroxy- propenyl)-3-methyl-7-oxo-4-thia-1-aza-bicyclo[3.2.0]heptane-2-carboxylate were dissolved in 10 ml of tetrahydrofuran under argon and treated with 90 μl (1.05 mmol) of chloroacetyl isocyanate. The mixture was stirred for 3 hours, evaporated and chromatography was carried out over silica gel (particle size 0.040-0.063 mm) with ethyl acetate:n-hexane (9:16) as the eluent. Yield: 300 mg (77%) of colorless foam IR (KBr): 3300(br), 1779, 17... Reactants: CC1=NN=C(O1)N (5-methyl[1,3,4]oxadiazol-2-ylamine), C1(=CC=CC=C1)C(C(=O)Cl)C1=CC=CC=C1 (2,2-diphenylacetic acid chloride). Product: CC1=NN=C(O1)NC(C(C1=CC=CC=C1)C1=CC=CC=C1)=O (N-(5-Methyl-[1,3,4]oxadiazol-2-yl)-2,2diphenyl-acetamide). RXN SMILES: [CH3:1][C:2]1[O:6][C:5]([NH2:7])=[N:4][N:3]=1.[C:8]1([CH:14]([C:18]2[CH:23]=[CH:22][CH:21]=[CH:20][CH:19]=2)[C:15](Cl)=[O:16])[CH:13]=[CH:12][CH:11]=[CH:10][CH:9]=1>>[CH3:1][C:2]1[O:6][C:5]([NH:7][C:15](=[O:16])[CH:14]([C:8]2[CH:13]=[CH:12][CH:11]=[CH:10][CH:9]=2)[C:18]2[CH:23]=[CH:22][CH:21]=[CH:20][CH:19]=2)=[N:4][N:3]=1. Procedure: The title compound, white solid, m.p. 160-161° C. and MS: m/e=293.1 (M+) was prepared in accordance with the general method of example 44a from 5-methyl[1,3,4]oxadiazol-2-ylamine and 2,2-diphenylacetic acid chloride. The reactants are CCO, [K+], CC(C)(C)OC(=O)N1CCCC(c2cc(-c3ccccc3OCc3ccccc3)nc(N)c2C#N)C1, [OH-], O. The product is CC(C)(C)OC(=O)N1CCCC(c2cc(-c3ccccc3OCc3ccccc3)nc(N)c2C(N)=O)C1. RXN SMILES: [CH3:40][CH2:41][OH:42].[K+:38].[NH2:1][c:2]1[n:3][c:4](-[c:23]2[c:24]([O:29][CH2:30][c:31]3[cH:32][cH:33][cH:34][cH:35][cH:36]3)[cH:25][cH:26][cH:27][cH:28]2)[cH:5][c:6]([CH:10]2[CH2:11][N:12]([C:16](=[O:17])[O:18][C:19]([CH3:20])([CH3:21])[CH3:22])[CH2:13][CH2:14][CH2:15]2)[c:7]1[C:8]#[N:9].[OH-:37].[OH2:39]>>[NH2:1][c:2]1[n:3][c:4](-[c:23]2[c:24]([O:29][CH2:30][c:31]3[cH:32][cH:33][cH:34][cH:35][cH:36]3)[cH:25][cH:26][cH:27][cH:28]2)[cH:5][c:6]([CH:10]2[CH2:11][N:12]([C:16](=[O:17])[O:18][C:19]([CH3:20])([CH3:21])[CH3:22])[CH2:13][CH2:14][CH2:15]2)[c:7]1[C:8]([NH2:9])=[O:37]. Starting materials: BrC=1C(=C(C(=C2N=C(OC21)C(C)(C)C)C#N)C)C=2OC=CC2 (7-bromo-2-tert-butyl-6-(2-furyl)-5-methyl-1,3-benzoxazole-4-carbonitrile), CN([C@@H]1CNCC1)C ((3S)-3-(dimethylamino)pyrrolidine), CC(C)([O-])C.[Na+] (sodium tert-butoxide), C1=CC=C(C=C1)P(C2=CC=CC=C2)C3=C(C4=CC=CC=C4C=C3)C5=C(C=CC6=CC=CC=C65)P(C7=CC=CC=C7)C8=CC=CC=C8 ((R)-(+)-2,2′-Bis(diphenylphosphino)-1,1′-binaphthyl). The reagents and catalysts are C(C)(=O)[O-].[Pd+2].C(C)(=O)[O-] (palladium(II) acetate). The solvent is C1(=CC=CC=C1)C (toluene), C1(=CC=CC=C1)C (toluene), [Cl-].[Na+].O (brine). Run at time 1 minute. Product: C(C)(C)(C)C=1OC=2C(N1)=C(C(=C(C2N2C[C@H](CC2)N(C)C)C=2OC=CC2)C)C#N (2-tert-Butyl-7-[(3S)-3-(dimethylamino)pyrrolidin-1-yl]-6-(2-furyl)-5-methyl-1,3-benzoxazole-4-Carbonitrile). Yield: 13.5%. RXN SMILES: C1C=CC(P(C2C=CC3C(=CC=CC=3)C=2C2C3C(=CC=CC=3)C=CC=2P(C2C=CC=CC=2)C2C=CC=CC=2)C2C=CC=CC=2)=CC=1.Br[C:48]1[C:49]([C:64]2[O:65][CH:66]=[CH:67][CH:68]=2)=[C:50]([CH3:63])[C:51]([C:61]#[N:62])=[C:52]2[C:56]=1[O:55][C:54]([C:57]([CH3:60])([CH3:59])[CH3:58])=[N:53]2.[CH3:69][N:70]([CH3:76])[C@H:71]1[CH2:75][CH2:74][NH:73][CH2:72]1.CC(C)([O-])C.[Na+]>C1(C)C=CC=CC=1.[Cl-].[Na+].O.C([O-])(=O)C.[Pd+2].C([O-])(=O)C>[C:57]([C:54]1[O:55][C:56]2[C:52](=[C:51]([C:61]#[N:62])[C:50]([CH3:63])=[C:49]([C:64]3[O:65][CH:66]=[CH:67][CH:68]=3)[C:48]=2[N:73]2[CH2:74][CH2:75][C@H:71]([N:70]([CH3:76])[CH3:69])[CH2:72]2)[N:53]=1)([CH3:60])([CH3:59])[CH3:58] |f:3.4,6.7.8,9.10.11|. Reported procedure: (R)-(+)-2,2′-Bis(diphenylphosphino)-1,1′-binaphthyl (10.4 mg, 16.7 μmol) was dissolved in toluene (0.5 ml) under heat, cooled to room temperature, palladium(II) acetate (2.5 mg, 11.1 μmol) was added, followed by stirring for 1 minute. This was put into a toluene (0.5 ml) suspension of 7-bromo-2-tert-butyl-6-(2-furyl)-5-methyl-1,3-benzoxazole-4-carbonitrile (I-10) (40 mg, 111 μmol), (3S)-3-(dimethylamino)pyrrolidine (16.9 μl, 134 μmol), sodium tert-butoxide (15.0 mg, 156 μmol), followed by stirri...